Dataset: the Open Reaction Database (ORD), a public repository of structured organic reaction records. Task: describe an organic reaction: reactants, conditions, products, and yield Starting materials: C(OCI)(SCC)=O (O-Iodomethyl S-Ethyl Carbonothioate), O1C(=CC=C1)C(=O)O (2-Furancarboxylic acid), C(=O)(O)[O-].[Na+] (NaHCO3), HSO4. Solvent: ClCCCl (1,2-dichloroethane), O (H2O), ClCCCl (1,2-dichloroethane). Run at time 30 minute. The product is C(OCOC(=O)C=1OC=CC1)(SCC)=O (O-(2-Furancarbonyloxymethyl) S-Ethyl Carbonothioate). RXN SMILES: [O:1]1[CH:5]=[CH:4][CH:3]=[C:2]1[C:6]([OH:8])=[O:7].C([O-])(O)=O.[Na+].[C:14](=[O:21])([S:18][CH2:19][CH3:20])[O:15][CH2:16]I>O.ClCCCl>[C:14](=[O:21])([S:18][CH2:19][CH3:20])[O:15][CH2:16][O:7][C:6]([C:2]1[O:1][CH:5]=[CH:4][CH:3]=1)=[O:8] |f:1.2|. Procedure details: 2-Furancarboxylic acid (5.6 g, 50 mmol) is added to a stirred solution of NaHCO3 (8.4 g, 100 mmol) and TBA HSO4 (17.0 g, 50 mmol) in H2O (100 mL) at room temperature. After stirring for 10 min 1,2-dichloroethane (100 mL) is added and the stirring continued for 30 min. 5b (12.5 g, 50 mmol) in 1,2-dichloroethane (25 mL) is added over 15 min. The mixture is stirred for 60 min at room temperature. The organic phase is separated, washed with H2O (50 mL), dried (MgSO4), and evaporated. The residue is ... Reactants: ClC1=CC=C(C=C1)NN (4-chlorophenylhydrazine), CC(C)([O-])C.[K+] (potassium tert-butoxide), C(C#C)(=O)OC (methyl propiolate). Solvent: C(C)(C)(C)O (tert-butanol), C(C)(C)(C)O (tertbutanol), O (water). Conditions: time 1 hour. The product is ClC1=CC=C(C=C1)N1N=C(C=C1)O (1-(4-Chlorophenyl)-3-hydroxypyrazole). The yield is 74.2%. As a reaction SMILES: [Cl:1][C:2]1[CH:7]=[CH:6][C:5]([NH:8][NH2:9])=[CH:4][CH:3]=1.CC(C)([O-])C.[K+].[C:16](OC)(=[O:19])[C:17]#[CH:18]>C(O)(C)(C)C.O>[Cl:1][C:2]1[CH:7]=[CH:6][C:5]([N:8]2[CH:18]=[CH:17][C:16]([OH:19])=[N:9]2)=[CH:4][CH:3]=1 |f:1.2|. Reported procedure: A solution of 57.5 g of 4-chlorophenylhydrazine hydrosulfate in 1,000 ml of tert-butanol was first treated in portions with 100.8 g of potassium tert-butoxide and then (after stirring for 10 min) in the course of 45 min at 45° C.-50° C. with a solution of 27.7 g of methyl propiolate in 90 ml of tertbutanol. After 1 h at boiling point, the mixture was allowed to cool and the solvent was removed under reduced pressure. The residue thus obtained was dissolved in 1,200 ml of water. The aqueous phase... Starting materials: COC(=O)Cl, ClCCCl, CC(C)n1c(=O)sc2cc(F)c(N)cc21. Product: COC(=O)Nc1cc2c(cc1F)sc(=O)n2C(C)C. RXN SMILES: [Cl:16][C:17](=[O:18])[O:19][CH3:20].[Cl:21][CH2:22][CH2:23][Cl:24].[NH2:1][c:2]1[c:3]([F:15])[cH:4][c:5]2[c:6]([n:7]([CH:11]([CH3:12])[CH3:13])[c:8](=[O:10])[s:9]2)[cH:14]1>>[NH:1]([c:2]1[c:3]([F:15])[cH:4][c:5]2[c:6]([n:7]([CH:11]([CH3:12])[CH3:13])[c:8](=[O:10])[s:9]2)[cH:14]1)[C:17](=[O:18])[O:19][CH3:20]. Reactants: C(#N)C=1C=CC(=C(CBr)C1)F (5-cyano-2-fluorobenzylbromide), CNCCC(=O)OC(C)(C)C (tert-butyl N-methyl-beta-alaninate), C([O-])([O-])=O.[K+].[K+] (potassium carbonate). Solvent: CC#N (CH3CN). Run at temperature 60 celsius, time 6 hour. Yields the product C(#N)C=1C=CC(=C(CN(CCC(=O)OC(C)(C)C)C)C1)F (tert-butyl N-(5-cyano-2-fluorobenzyl)-N-methyl-beta-alaninate). As a reaction SMILES: [C:1]([C:3]1[CH:4]=[CH:5][C:6]([F:11])=[C:7]([CH:10]=1)[CH2:8]Br)#[N:2].[CH3:12][NH:13][CH2:14][CH2:15][C:16]([O:18][C:19]([CH3:22])([CH3:21])[CH3:20])=[O:17].C(=O)([O-])[O-].[K+].[K+]>CC#N>[C:1]([C:3]1[CH:4]=[CH:5][C:6]([F:11])=[C:7]([CH:10]=1)[CH2:8][N:13]([CH3:12])[CH2:14][CH2:15][C:16]([O:18][C:19]([CH3:21])([CH3:20])[CH3:22])=[O:17])#[N:2] |f:2.3.4|. Procedure: A mixture of 5-cyano-2-fluorobenzylbromide (CARBOCORE; CO-0137; 1.50 g; 7.01 mmol; 1 eq.), tert-butyl N-methyl-beta-alaninate (1.34 g; 8.41 mmol; 1.20 eq.) (prepared as described by Howard N., I. et al. in Bioorg. Med. Chem. 11 (2003), 3083-3099) and potassium carbonate (1.94 g; 14.02 mmol; 2 eq.) in CH3CN (25 mL) was stirred at 60° C. for 6 hours then at RT for 16 hours. The acetonitrile was evaporated in vacuo and the resulting mixture diluted with water. Extraction with EtOAc, washing with Na... Starting materials: CON=C1C(OC2=C1C=CC=C2)=NOCCO (benzofuran-2,3-dione 2-[O-(2-hydroxy-ethyl)-oxime] 3-(O-methyl-oxime)), [OH-].[K+] (potassium hydroxide), C(C)(=O)O (acetic acid). The solvent is O (water). Conditions: temperature 10 celsius. Yields the product CO\N=C(/C1=C(C=CC=C1)O)\C1=NOCCO1 (E-(5,6-dihydro-[1,4,2]dioxazin-3-yl)-(2-hydroxy-phenyl)-methanone O-methyl-oxime). Yield: 69.1%. RXN SMILES: [CH3:1][O:2][N:3]=[C:4]1[C:8]2[CH:9]=[CH:10][CH:11]=[CH:12][C:7]=2[O:6][C:5]1=[N:13][O:14][CH2:15][CH2:16][OH:17].[OH-].[K+].C(O)(=O)C>O>[CH3:1][O:2]/[N:3]=[C:4](/[C:5]1[O:17][CH2:16][CH2:15][O:14][N:13]=1)\[C:8]1[CH:9]=[CH:10][CH:11]=[CH:12][C:7]=1[OH:6] |f:1.2|. Procedure: A solution of 25.6 g (0.1084 mol) of benzofuran-2,3-dione 2-[O-(2-hydroxy-ethyl)-oxime] 3-(O-methyl-oxime) and 14.2 g (0.216 mol) of potassium hydroxide pellets in 250 ml of water is stirred at 60° C. for 195 minutes. The solution is cooled to 10° C. and acidified to pH 5-6 with glacial acetic acid. The crystalline product is filtered off with suction, washed with 200 ml of water a little at a time and dried at 45° C. in a vacuum drying oven. 17.7 g (67.7% of theory) of E-(5,6-dihydro-[1,4,2]dio... Starting materials: CS(=O)(=O)O (Methanesulfonic acid), CN(C1=NC=CC=C1)CCOC1=CC=C(CC2C(NC(S2)=O)=O)C=C1 (5-[4-[2-(N-methyl-N-(2-pyridyl)amino)ethoxy]benzyl]thiazolidine-2,4-dione), C(C)O (ethanol). The yield is 84.1%. Procedure: Methanesulfonic acid (1.69 g) was added to a suspension of 5-[4-[2-(N-methyl-N-(2-pyridyl)amino)ethoxy]benzyl]thiazolidine-2,4-dione (6.0 g) and ethanol (50 ml) and the mixture was stirred and heated to give a clear solution. Diethyl ether (50 ml) was added and the mixture was heated to reflux and then cooled to 21° C. over a period of 1 hour. The product was collected by filtration, washed with diethyl ether (50 ml) and dried under vacuum for 2 hours at 21° C. to give 5-[4-[2-(N-methyl-N-(2-pyr... Yields the product CS(=O)(=O)O.CN(C1=NC=CC=C1)CCOC1=CC=C(CC2C(NC(S2)=O)=O)C=C1 (5-[4-[2-(N-methyl-N-(2-pyridyl)amino)ethoxy]benzyl]thiazolidine-2,4-dione methanesulfonate). Reaction SMILES: [CH3:1][S:2]([OH:5])(=[O:4])=[O:3].[CH3:6][N:7]([CH2:14][CH2:15][O:16][C:17]1[CH:30]=[CH:29][C:20]([CH2:21][CH:22]2[S:26][C:25](=[O:27])[NH:24][C:23]2=[O:28])=[CH:19][CH:18]=1)[C:8]1[CH:13]=[CH:12][CH:11]=[CH:10][N:9]=1.C(O)C>C(OCC)C>[CH3:1][S:2]([OH:5])(=[O:4])=[O:3].[CH3:6][N:7]([CH2:14][CH2:15][O:16][C:17]1[CH:30]=[CH:29][C:20]([CH2:21][CH:22]2[S:26][C:25](=[O:27])[NH:24][C:23]2=[O:28])=[CH:19][CH:18]=1)[C:8]1[CH:13]=[CH:12][CH:11]=[CH:10][N:9]=1 |f:4.5|. Reaction conditions: temperature 21 celsius. Run in C(C)OCC (Diethyl ether). The reactants are C1CCOC1, C#C[Si](C)(C)C, [Li]CCCC, O=C(CF)N1CCOCC1. Product: C[Si](C)(C)C#CC(=O)CF. As a reaction SMILES: [CH2:22]1[O:23][CH2:24][CH2:25][CH2:26]1.[CH3:1][Si:2]([CH3:3])([CH3:4])[C:5]#[CH:6].[CH3:7][CH2:8][CH2:9][CH2:10][Li:11].[F:12][CH2:13][C:14](=[O:15])[N:16]1[CH2:17][CH2:18][O:19][CH2:20][CH2:21]1>>[CH3:1][Si:2]([CH3:3])([CH3:4])[C:5]#[C:6][C:14]([CH2:13][F:12])=[O:15]. Product: CC(=O)Nc1ccc(C#N)cc1I. Reactants: CC(=O)OC(C)=O, N#Cc1ccc(N)c(I)c1, O, O=S(=O)(O)O. As a reaction SMILES: [CH3:11][C:12](=[O:13])[O:14][C:15](=[O:16])[CH3:17].[NH2:1][c:2]1[c:3]([I:10])[cH:4][c:5]([C:6]#[N:7])[cH:8][cH:9]1.[OH2:23].[S:18](=[O:19])(=[O:20])([OH:21])[OH:22]>>[NH:1]([c:2]1[c:3]([I:10])[cH:4][c:5]([C:6]#[N:7])[cH:8][cH:9]1)[C:12]([CH3:11])=[O:13].